From a dataset of the Open Reaction Database (ORD), a public repository of structured organic reaction records. describe an organic reaction: reactants, conditions, products, and yield Reactants: C1CCOC1, CCN(C(C)C)C(C)C, O=C(OC(Cl)(Cl)Cl)OC(Cl)(Cl)Cl, CNC(=O)c1cc(Oc2ccc(N)c(F)c2)ccn1, Nc1cnc2ccccc2n1, CN(C)C=O. Yields the product CNC(=O)c1cc(Oc2ccc(NC(=O)Nc3cnc4ccccc4n3)c(F)c2)ccn1. RXN SMILES: [CH2:52]1[O:53][CH2:54][CH2:55][CH2:56]1.[CH:32]([N:33]([CH:34]([CH3:35])[CH3:36])[CH2:37][CH3:38])([CH3:39])[CH3:40].[Cl:20][C:21]([Cl:22])([O:23][C:24]([O:25][C:26]([Cl:27])([Cl:28])[Cl:29])=[O:30])[Cl:31].[NH2:1][c:2]1[c:3]([F:19])[cH:4][c:5]([O:6][c:7]2[cH:8][c:9]([C:13](=[O:14])[NH:15][CH3:16])[n:10][cH:11][cH:12]2)[cH:17][cH:18]1.[NH2:41][c:42]1[n:43][c:44]2[cH:45][cH:46][cH:47][cH:48][c:49]2[n:50][cH:51]1.[O:57]=[CH:58][N:59]([CH3:60])[CH3:61]>>[NH:1]([c:2]1[c:3]([F:19])[cH:4][c:5]([O:6][c:7]2[cH:8][c:9]([C:13](=[O:14])[NH:15][CH3:16])[n:10][cH:11][cH:12]2)[cH:17][cH:18]1)[C:24](=[O:30])[NH:41][c:42]1[n:43][c:44]2[cH:45][cH:46][cH:47][cH:48][c:49]2[n:50][cH:51]1. Reactants: CO, Cl, O=C(O)C1NCCC1O. Yields the product COC(=O)C1NCCC1O. As a reaction SMILES: [CH3:11][OH:12].[ClH:1].[OH:2][CH:3]1[CH2:4][CH2:5][NH:6][CH:7]1[C:8]([OH:9])=[O:10]>>[OH:2][CH:3]1[CH2:4][CH2:5][NH:6][CH:7]1[C:8](=[O:9])[O:10][CH3:11]. Starting materials: C(=O)=O (carbon dioxide), C(CCCCCCC\C=C/CCCCCCCC)(=O)O (oleic acid), C(O)(O)=O.NNC(=N)N (aminoguanidine bicarbonate), C1(=CC=CC=C1)C (toluene). The reagents and catalysts are silicone. Solvent: O (water). Reaction conditions: temperature 140 celsius. The product is C(CCCCCCC\C=C/CCCCCCCC)(=O)N.NNC(=N)N (Aminoguanidine Oleamide). Reaction SMILES: [C:1]([OH:20])(=O)[CH2:2][CH2:3][CH2:4][CH2:5][CH2:6][CH2:7][CH2:8]/[CH:9]=[CH:10]\[CH2:11][CH2:12][CH2:13][CH2:14][CH2:15][CH2:16][CH2:17][CH3:18].C(=O)(O)O.[NH2:25][NH:26][C:27]([NH2:29])=[NH:28].C1(C)C=CC=CC=1.C(=O)=O>O>[C:1]([NH2:25])(=[O:20])[CH2:2][CH2:3][CH2:4][CH2:5][CH2:6][CH2:7][CH2:8]/[CH:9]=[CH:10]\[CH2:11][CH2:12][CH2:13][CH2:14][CH2:15][CH2:16][CH2:17][CH3:18].[NH2:25][NH:26][C:27]([NH2:29])=[NH:28] |f:1.2,6.7|. Reported procedure: A 5 liter, 3-neck flask was charged with 847.5 grams (3 moles) oleic acid, 3 moles of aminoguanidine bicarbonate, 300 mls of toluene and 15 drops of a silicone anti-foam agent. The reaction mixture was heated to reflux under a nitrogen blanket. Vigorous foaming was noted as carbon dioxide gas evolved. When the foaming subsided, water evolution began. A total of about 57 ml of water was collected from the reaction by means of a Dean-Stark trap. The temperature of the reaction mixture was raised t... The reactants are C[C@H](C1=CC=CC=C1)N (R-(+)-α-methylbenzylamine), FC(S(=O)(=O)[O-])(F)F.[Yb+3].FC(S(=O)(=O)[O-])(F)F.FC(S(=O)(=O)[O-])(F)F (ytterbium (III) trifluoromethanesulfonate), CC1(COCCC1=O)C(=O)OC (Methyl 3-methyl-4-oxo-tetrahydro-2H-pyran-3-carboxylate). Run in C1(=CC=CC=C1)C (toluene). The product is CC1(COCCC1=N[C@H](C)C1=CC=CC=C1)C(=O)OC (methyl 3-methyl-4-((R)-1-phenylethylimino)-tetrahydro-2H-pyran-3-carboxylate). RXN SMILES: [CH3:1][C:2]1([C:9]([O:11][CH3:12])=[O:10])[C:7](=O)[CH2:6][CH2:5][O:4][CH2:3]1.[CH3:13][C@@H:14]([NH2:21])[C:15]1[CH:20]=[CH:19][CH:18]=[CH:17][CH:16]=1.FC(F)(F)S([O-])(=O)=O.[Yb+3].FC(F)(F)S([O-])(=O)=O.FC(F)(F)S([O-])(=O)=O>C1(C)C=CC=CC=1>[CH3:1][C:2]1([C:9]([O:11][CH3:12])=[O:10])[C:7](=[N:21][C@@H:14]([C:15]2[CH:20]=[CH:19][CH:18]=[CH:17][CH:16]=2)[CH3:13])[CH2:6][CH2:5][O:4][CH2:3]1 |f:2.3.4.5|. Procedure details: Methyl 3-methyl-4-oxo-tetrahydro-2H-pyran-3-carboxylate (2.33 g, 13.53 mmol) was dissolved in toluene (150 mL) and treated with R-(+)-α-methylbenzylamine (3.96 mL, 2.3 eq) and ytterbium (III) trifluoromethanesulfonate (252 mg, 0.03 eq). The mixture was heated to reflux under Dean-Stark conditions overnight, and then concentrated to provide crude methyl 3-methyl-4-((R)-1-phenylethylimino)-tetrahydro-2H-pyran-3-carboxylate that was used in the next step without further purification. Reactants: C1(CC1)C=1C(=CC(=NC1)C(=O)O)OCC(F)(F)F (5-Cyclopropyl-4-(2,2,2-trifluoro-ethoxy)-pyridine-2-carboxylic acid), NC1(CCCCC1)CO ((1-aminocyclohexyl)methanol). The product is OCC1(CCCCC1)NC(=O)C1=NC=C(C(=C1)OCC(F)(F)F)C1CC1 (5-Cyclopropyl-4-(2,2,2-trifluoro-ethoxy)-pyridine-2-carboxylic acid (1-hydroxymethyl-cyclohexyl)-amide). Reaction SMILES: [CH:1]1([C:4]2[C:5]([O:13][CH2:14][C:15]([F:18])([F:17])[F:16])=[CH:6][C:7]([C:10]([OH:12])=O)=[N:8][CH:9]=2)[CH2:3][CH2:2]1.[NH2:19][C:20]1([CH2:26][OH:27])[CH2:25][CH2:24][CH2:23][CH2:22][CH2:21]1>>[OH:27][CH2:26][C:20]1([NH:19][C:10]([C:7]2[CH:6]=[C:5]([O:13][CH2:14][C:15]([F:18])([F:17])[F:16])[C:4]([CH:1]3[CH2:2][CH2:3]3)=[CH:9][N:8]=2)=[O:12])[CH2:25][CH2:24][CH2:23][CH2:22][CH2:21]1. Procedure details: The title compound was synthesized in analogy to Example 54, using 5-Cyclopropyl-4-(2,2,2-trifluoro-ethoxy)-pyridine-2-carboxylic acid (Example 48c) and (1-aminocyclohexyl)methanol (CAN 4313-56-8) as starting materials and isolated (55 mg, 53%) as a white solid; MS (ESI, m/z): 373.0 (M+H+). The reactants are C(C)(=O)C1=NNC(C2=CC(=CC=C12)C=1C=C(C(=O)NC2CC2)C=CC1C)C (3-(1-Acetyl-4-methyl-3,4-dihydrophthalazin-6-yl)-N-cyclopropyl-4-methylbenzamide), [Mn](=O)(=O)(=O)[O-].[K+] (potassium permanganate). Run in CCO.O (EtOH water). Run at time 40 minute. Product: C(C)(=O)C1=NN=C(C2=CC(=CC=C12)C=1C=C(C(=O)NC2CC2)C=CC1C)C (3-(1-Acetyl-4-methylphthalazin-6-yl)-N-cyclopropyl-4-methylbenzamide). Reaction SMILES: [C:1]([C:4]1[C:13]2[C:8](=[CH:9][C:10]([C:14]3[CH:15]=[C:16]([CH:23]=[CH:24][C:25]=3[CH3:26])[C:17]([NH:19][CH:20]3[CH2:22][CH2:21]3)=[O:18])=[CH:11][CH:12]=2)[CH:7]([CH3:27])[NH:6][N:5]=1)(=[O:3])[CH3:2].[Mn]([O-])(=O)(=O)=O.[K+]>CCO.O>[C:1]([C:4]1[C:13]2[C:8](=[CH:9][C:10]([C:14]3[CH:15]=[C:16]([CH:23]=[CH:24][C:25]=3[CH3:26])[C:17]([NH:19][CH:20]3[CH2:22][CH2:21]3)=[O:18])=[CH:11][CH:12]=2)[C:7]([CH3:27])=[N:6][N:5]=1)(=[O:3])[CH3:2] |f:1.2,3.4|. Procedure details: 3-(1-Acetyl-4-methyl-3,4-dihydrophthalazin-6-yl)-N-cyclopropyl-4-methylbenzamide (24 mg, 66 μmol) was dissolved in EtOH/water (2:1) (664 μl) and potassium permanganate (10 mg, 66 μmol) was added. The mixture was stirred at RT for 40 min, quenched with saturated, aqueous sodium thiosulfate and diluted with 50 mL of chloroform. In a separatory funnel, the mixture was washed 2×20 mL with sodium thiosulfate and the organics were separated, dried over sodium sulfate, concentrated in vacuo, and purifi... Starting materials: [BH4-].[Na+] (NaBH4), FC1=CC=C(C=C1)C(C(F)(F)F)=O (p-fluorotrifluoroacetophenone), O (water). Solvent: C(C)O (ethanol). Conditions: time 2 hour. Product: FC1=CC=C(C=C1)C(O)C(F)(F)F (p-fluorophenyl-trifluoromethyl carbinol). Yield: 88.1%. RXN SMILES: [F:1][C:2]1[CH:7]=[CH:6][C:5]([C:8](=[O:13])[C:9]([F:12])([F:11])[F:10])=[CH:4][CH:3]=1.[BH4-].[Na+].O>C(O)C>[F:1][C:2]1[CH:3]=[CH:4][C:5]([CH:8]([C:9]([F:10])([F:11])[F:12])[OH:13])=[CH:6][CH:7]=1 |f:1.2|. Reported procedure: 212 g (1 mol) of p-fluorotrifluoroacetophenone is dissolved in 1000 ml of ethanol; to the solution at 0°-10° is added 20 g of NaBH4, and the whole is stirred for 2 hours, and then for a further 4 hours at room temperature. 500 ml of water is slowly added, and the supernatant clear solution is decanted, and subsequently concentrated in a rotary evaporator. The residue is dissolved in diethyl ether, the solution is washed with water, dried with sodium sulfate and concentrated by evaporation. The o...